This data is from the Open Reaction Database (ORD), a public repository of structured organic reaction records. The task is: describe an organic reaction: reactants, conditions, products, and yield Reactants: C(C)(C)(C)OC(=O)N1[C@@H](C[C@@H](C1)F)COCCC=O (3-((2S,4S)-1-(tert-butoxycarbonyl)-4-fluoro-2-pyrrolidinylmethoxy)propionaldehyde), [H-].[Na+] (sodium hydride), COC(=O)CP(=O)(OC)OC (Trimethyl phosphonoacetate). Solvent: C1CCOC1 (THF), C1CCOC1 (THF), ice water. Reaction conditions: temperature 0 celsius. The product is C(C)(C)(C)OC(=O)N1[C@@H](C[C@@H](C1)F)COCC/C=C/C(=O)OC (methyl (E)-5-((2S,4S)-1-(tert-butoxycarbonyl)-4-fluoro-2-pyrrolidinylmethoxy)-2-pentenoate). The yield is 86.2%. RXN SMILES: [CH3:1][O:2][C:3]([CH2:5]P(OC)(OC)=O)=[O:4].[H-].[Na+].[C:14]([O:18][C:19]([N:21]1[CH2:25][C@@H:24]([F:26])[CH2:23][C@H:22]1[CH2:27][O:28][CH2:29][CH2:30][CH:31]=O)=[O:20])([CH3:17])([CH3:16])[CH3:15]>C1COCC1>[C:14]([O:18][C:19]([N:21]1[CH2:25][C@@H:24]([F:26])[CH2:23][C@H:22]1[CH2:27][O:28][CH2:29][CH2:30]/[CH:31]=[CH:5]/[C:3]([O:2][CH3:1])=[O:4])=[O:20])([CH3:17])([CH3:16])[CH3:15] |f:1.2|. Procedure details: Trimethyl phosphonoacetate (0.95 ml, 5.88 mmol) was dissolved in THF (40 ml). Under a nitrogen gas stream, sodium hydride (60% in oil, 235 mg, 5.88 mmol) was added in portions to the resulting solution, while stirring at 0° C. After stirring the reaction mixture at the same temperature for 10 minutes, a solution of 3-((2S,4S)-1-(tert-butoxycarbonyl)-4-fluoro-2-pyrrolidinylmethoxy)propionaldehyde (1.35 g, 4.90 mmol) in THF (40 ml) was added dropwise at 0° C. The reaction mixture was further stirr... Starting materials: Cl.N1CCC(CC1)N1C(NC2=CC=CC=C2C1C1=CC=CC=C1)=O (3-(piperidin-4-yl)-4-phenyl-3,4-dihydro-2(1H)-quinazolinone HCl salt), C(C1=CC=CO1)=O (furfural), C(#N)[BH3-].[Na+] (sodium cyano-borohydride). Run in CO (methanol). Reaction conditions: time 12 hour. Yields the product O1C(=CC=C1)CN1CCC(CC1)N1C(NC2=CC=CC=C2C1C1=CC=CC=C1)=O (3-[1-(2-furylmethyl)piperidin-4-yl]-4-phenyl-3,4-dihydro-2(1H)-quinazolinone). Isolated yield 85.0%. Reaction SMILES: Cl.[NH:2]1[CH2:7][CH2:6][CH:5]([N:8]2[CH:17]([C:18]3[CH:23]=[CH:22][CH:21]=[CH:20][CH:19]=3)[C:16]3[C:11](=[CH:12][CH:13]=[CH:14][CH:15]=3)[NH:10][C:9]2=[O:24])[CH2:4][CH2:3]1.[CH:25](=O)[C:26]1[O:30][CH:29]=[CH:28][CH:27]=1.C([BH3-])#N.[Na+]>CO>[O:30]1[CH:29]=[CH:28][CH:27]=[C:26]1[CH2:25][N:2]1[CH2:3][CH2:4][CH:5]([N:8]2[CH:17]([C:18]3[CH:23]=[CH:22][CH:21]=[CH:20][CH:19]=3)[C:16]3[C:11](=[CH:12][CH:13]=[CH:14][CH:15]=3)[NH:10][C:9]2=[O:24])[CH2:6][CH2:7]1 |f:0.1,3.4|. Procedure details: To a solution of 344 mg (1.0 mmol) of 3-(piperidin-4-yl)-4-phenyl-3,4-dihydro-2(1H)-quinazolinone HCl salt and 384 mg (4.0 mmol) of furfural in 40 mL of methanol was added 123 mg (2.0 mmol) of sodium cyano-borohydride under ice-cooling. After being stirred for 12 hours at ambient temperature, the reaction mixture was concentrated in vacuo. The residue was diluted with water, and the mixture was adjusted to pH 10 with aqueous ammonia, and then extracted with chloroform. The organic layer separate... Reactants: ClC1=C(OC2=C(C=CC=C2)NS(=O)(=O)C2=CC=C(C(=O)NCC(=O)O)C=C2)C=CC(=C1)F ({4-[2-(2-chloro-4-fluoro-phenoxy)-phenylsulfamoyl]-benzoylamino}-acetic acid), OC1CCNCC1 (4-hydroxypiperidine). Yields the product ClC1=C(OC2=C(C=CC=C2)NS(=O)(=O)C2=CC=C(C(=O)NCC(=O)N3CCC(CC3)O)C=C2)C=CC(=C1)F (4-[2-(2-Chloro-4-fluoro-phenoxy)-phenylsulfamoyl]-N-[2-(4-hydroxy-piperidin-1-yl)-2-oxo-ethyl]-benzamide). Reaction SMILES: [Cl:1][C:2]1[CH:31]=[C:30]([F:32])[CH:29]=[CH:28][C:3]=1[O:4][C:5]1[CH:10]=[CH:9][CH:8]=[CH:7][C:6]=1[NH:11][S:12]([C:15]1[CH:27]=[CH:26][C:18]([C:19]([NH:21][CH2:22][C:23](O)=[O:24])=[O:20])=[CH:17][CH:16]=1)(=[O:14])=[O:13].[OH:33][CH:34]1[CH2:39][CH2:38][NH:37][CH2:36][CH2:35]1>>[Cl:1][C:2]1[CH:31]=[C:30]([F:32])[CH:29]=[CH:28][C:3]=1[O:4][C:5]1[CH:10]=[CH:9][CH:8]=[CH:7][C:6]=1[NH:11][S:12]([C:15]1[CH:16]=[CH:17][C:18]([C:19]([NH:21][CH2:22][C:23]([N:37]2[CH2:38][CH2:39][CH:34]([OH:33])[CH2:35][CH2:36]2)=[O:24])=[O:20])=[CH:26][CH:27]=1)(=[O:14])=[O:13]. Reported procedure: The title compound was prepared from {4-[2-(2-chloro-4-fluoro-phenoxy)-phenylsulfamoyl]-benzoylamino}-acetic acid and 4-hydroxypiperidine according to the method described in Example 1.1/f. MS (EI) 562.3 (MH+). Reactants: C1(=CC=CC=C1)CC(=O)NC1[C@@H]2N(C(C(S2)(CCl)C)C(=O)OCC(Cl)(Cl)Cl)C1=O (2,2,2-trichloroethyl 6-(2-phenylacetamido)-2-methyl-2-chloromethylpenam-3-carboxylate), N1=CC=CC=C1 (pyridine). Solvent: ClC(CCl)Cl (1,1,2-trichloroethane). The product is C1(=CC=CC=C1)CC(=O)NC1[C@@H]2N(C(=C(CS2)C)C(=O)OCC(Cl)(Cl)Cl)C1=O (2,2,2-trichloroethyl 7-(2-phenylacetamido)-3-methyl-3-cephem-4-carboxylate). Yield: 25.9%. RXN SMILES: [C:1]1([CH2:7][C:8]([NH:10][CH:11]2[C:28](=[O:29])[N:13]3[CH:14]([C:20]([O:22][CH2:23][C:24]([Cl:27])([Cl:26])[Cl:25])=[O:21])[C:15]([CH3:19])([CH2:17]Cl)[S:16][C@H:12]23)=[O:9])[CH:6]=[CH:5][CH:4]=[CH:3][CH:2]=1.N1C=CC=CC=1>ClC(Cl)CCl>[C:1]1([CH2:7][C:8]([NH:10][CH:11]2[C:28](=[O:29])[N:13]3[C:14]([C:20]([O:22][CH2:23][C:24]([Cl:27])([Cl:25])[Cl:26])=[O:21])=[C:15]([CH3:19])[CH2:17][S:16][C@H:12]23)=[O:9])[CH:2]=[CH:3][CH:4]=[CH:5][CH:6]=1. Procedure: A mixture of 2,2,2-trichloroethyl 6-(2-phenylacetamido)-2-methyl-2-chloromethylpenam-3-carboxylate (0.50 g.) in 1,1,2-trichloroethane (7 cc) and pyridine (0.16 g.) was heated under reflux for 3.5 hours. After cooling, the reaction mixture was washed with water, dried and then concentrated under reduced pressure. The residue was subjected to chromatography on silica gel and eluated with chloroform. The eluate was concentrated and the residue was crystallized with ether to yield crystals (0.12 g.)... The reactants are [Al+3], CCOCC, [H-], [H-], [H-], [H-], [Li+], O=C(Cc1ccccc1)Cc1ccccc1. Yields the product OC(Cc1ccccc1)Cc1ccccc1. Reaction SMILES: [Al+3:2].[CH3:23][CH2:24][O:25][CH2:26][CH3:27].[H-:1].[H-:4].[H-:5].[H-:6].[Li+:3].[c:7]1([CH2:13][C:14](=[O:15])[CH2:16][c:17]2[cH:18][cH:19][cH:20][cH:21][cH:22]2)[cH:8][cH:9][cH:10][cH:11][cH:12]1>>[c:7]1([CH2:13][CH:14]([OH:15])[CH2:16][c:17]2[cH:18][cH:19][cH:20][cH:21][cH:22]2)[cH:8][cH:9][cH:10][cH:11][cH:12]1. Reactants: C(C)(C)(C)C1=NC=C(C(=N1)OCC)C=1N(C(C(N1)C1=CC=C(C=C1)Cl)C1=CC=C(C=C1)Cl)C(=O)Cl (2-(2-tert-Butyl-4-ethoxy-pyrimidin-5-yl)-4,5-bis-(4-chloro-phenyl)-4,5-dihydro-imidazole-1-carbonyl chloride), CN(C1CCNCC1)C (4-dimethylamino-piperidine). Yields the product C(C)(C)(C)C1=NC=C(C(=N1)OCC)C=1N([C@@H]([C@@H](N1)C1=CC=C(C=C1)Cl)C1=CC=C(C=C1)Cl)C(=O)N1CCC(CC1)N(C)C (cis-[2-(2-tert-butyl-4-ethoxy-pyrimidin-5-yl)-4,5-bis-(4-chloro-phenyl)-4,5-dihydro-imidazol-1-yl]-(4-dimethylamino-piperidin-1-yl)-methanone). Reaction SMILES: [C:1]([C:5]1[N:10]=[C:9]([O:11][CH2:12][CH3:13])[C:8]([C:14]2[N:15]([C:33](Cl)=[O:34])[CH:16]([C:26]3[CH:31]=[CH:30][C:29]([Cl:32])=[CH:28][CH:27]=3)[CH:17]([C:19]3[CH:24]=[CH:23][C:22]([Cl:25])=[CH:21][CH:20]=3)[N:18]=2)=[CH:7][N:6]=1)([CH3:4])([CH3:3])[CH3:2].[CH3:36][N:37]([CH3:44])[CH:38]1[CH2:43][CH2:42][NH:41][CH2:40][CH2:39]1>>[C:1]([C:5]1[N:10]=[C:9]([O:11][CH2:12][CH3:13])[C:8]([C:14]2[N:15]([C:33]([N:41]3[CH2:42][CH2:43][CH:38]([N:37]([CH3:44])[CH3:36])[CH2:39][CH2:40]3)=[O:34])[C@H:16]([C:26]3[CH:31]=[CH:30][C:29]([Cl:32])=[CH:28][CH:27]=3)[C@H:17]([C:19]3[CH:24]=[CH:23][C:22]([Cl:25])=[CH:21][CH:20]=3)[N:18]=2)=[CH:7][N:6]=1)([CH3:4])([CH3:2])[CH3:3]. Procedure: cis-4-[2-(2-tert-Butyl-4-ethoxy-pyrimidin-5-yl)-4,5-bis-(4-chloro-phenyl)-4,5-dihydro-imidazole-1-carbonyl chloride (example 20) was reacted 4-dimethylamino-piperidine (Aldrich) to give cis-[2-(2-tert-butyl-4-ethoxy-pyrimidin-5-yl)-4,5-bis-(4-chloro-phenyl)-4,5-dihydro-imidazol-1-yl]-(4-dimethylamino-piperidin-1-yl)-methanone in an analogous manner as described in example 1. HR-MS (ES, m/z) calculated for C33H41N6O2Cl2 [(M+H)+] 623.2663, observed 623.2665.